This data is from the Open Reaction Database (ORD), a public repository of structured organic reaction records. The task is: describe an organic reaction: reactants, conditions, products, and yield Reactants: C([O-])(O)=O.[Na+] (sodium bicarbonate), ClCCCN1C(NC2=C1C=CC=C2)=O (1-(3-chloropropyl)-1,3-dihydro-2-oxo-2H-benzimidazole), FC1=C(OC2CCNCC2)C(=C(C(=C1F)F)F)F (4-(2,3,4,5,6-pentafluorophenoxy)piperidine). Solvent: CN(C=O)C (dimethylformamide), CN(C=O)C (dimethylformamide). Conditions: temperature 75 celsius, time 1.5 hour. Product: O=C1NC2=C(N1C(CC)N1CCC(CC1)OC1=C(C(=C(C(=C1F)F)F)F)F)C=CC=C2 (1-[1-(1,3-dihydro-2-oxo-2H-benzimidazol-1-yl)propyl]-4-(2,3,4,5,6-pentafluorophenoxy)piperidine). Isolated yield 54.5%. RXN SMILES: C(=O)(O)[O-].[Na+].Cl[CH2:7][CH2:8][CH2:9][N:10]1[C:14]2[CH:15]=[CH:16][CH:17]=[CH:18][C:13]=2[NH:12][C:11]1=[O:19].[F:20][C:21]1[C:33]([F:34])=[C:32]([F:35])[C:31]([F:36])=[C:30]([F:37])[C:22]=1[O:23][CH:24]1[CH2:29][CH2:28][NH:27][CH2:26][CH2:25]1>CN(C)C=O>[O:19]=[C:11]1[N:10]([CH:9]([N:27]2[CH2:26][CH2:25][CH:24]([O:23][C:22]3[C:30]([F:37])=[C:31]([F:36])[C:32]([F:35])=[C:33]([F:34])[C:21]=3[F:20])[CH2:29][CH2:28]2)[CH2:8][CH3:7])[C:14]2[CH:15]=[CH:16][CH:17]=[CH:18][C:13]=2[NH:12]1 |f:0.1|. Procedure details: A mixture of 10 g of sodium bicarbonate, 3.58 g of 1-(3-chloropropyl)-1,3-dihydro-2-oxo-2H-benzimidazole and 60 ml of dimethylformamide was treated with a solution of 4.0 g of 4-(2,3,4,5,6-pentafluorophenoxy)piperidine in 20 ml dimethylformamide and stirred at 75° C. for 1.5 hours. The reaction mixture was then cooled and filtered. The filtrate was poured into water and extracted with ethyl acetate. The organic layer was washed with water followed by a saturated sodium chloride solution, and dri... Starting materials: [BH4-], CCc1cc(Nc2nc(C(=O)c3ccc(F)cc3)nc3ccccc23)n[nH]1, C1CCOC1, CO, Cl, [Na+]. The product is CCc1cc(Nc2nc(C(O)c3ccc(F)cc3)nc3ccccc23)n[nH]1. RXN SMILES: [BH4-:28].[CH2:1]([CH3:2])[c:3]1[cH:4][c:5]([NH:8][c:9]2[n:10][c:11]([C:19](=[O:20])[c:21]3[cH:22][cH:23][c:24]([F:27])[cH:25][cH:26]3)[n:12][c:13]3[cH:14][cH:15][cH:16][cH:17][c:18]23)[n:6][nH:7]1.[CH2:33]1[O:34][CH2:35][CH2:36][CH2:37]1.[CH3:31][OH:32].[ClH:30].[Na+:29]>>[CH2:1]([CH3:2])[c:3]1[cH:4][c:5]([NH:8][c:9]2[n:10][c:11]([CH:19]([OH:20])[c:21]3[cH:22][cH:23][c:24]([F:27])[cH:25][cH:26]3)[n:12][c:13]3[cH:14][cH:15][cH:16][cH:17][c:18]23)[n:6][nH:7]1.